From a dataset of the Open Reaction Database (ORD), a public repository of structured organic reaction records. describe an organic reaction: reactants, conditions, products, and yield The reactants are C(C)N(CCOC1=CC=C(C(=O)N(C2=C(C=CC(=C2)OC)C2CC3=CC=C(C=C3CC2)OC)CC)C=C1)CC (4-(2-diethylaminoethoxy)-N-ethyl-N-[5-methoxy-2-(6-methoxy-1,2,3,4-tetrahydronaphthalen-2-yl)phenyl]benzamide), C(C)N(CCOC1=CC=C(CN(C2=C(C=CC(=C2)OC)C2CC3=CC=C(C=C3CC2)OC)CC)C=C1)CC ([4-(2-diethylaminoethoxy)benzyl]ethyl[5-methoxy-2-(6-methoxy-1,2,3,4-tetrahydronaphthalen-2-yl)phenyl]amine). Yields the product C(C)N(CCOC1=CC=C(CCCNC2=C(C=CC(=C2)O)C2CC=3C=CC(=CC3CC2)O)C=C1)CC (6-{2-{[4-(2-Diethylaminoethoxy)benzyl]ethylamino}-4-hydroxyphenyl}-5,6,7,8-tetrahydronaphthalen-2-ol). Reaction SMILES: C(N(CC)CCOC1C=CC(C([N:13]([CH2:34][CH3:35])[C:14]2[CH:19]=[C:18]([O:20]C)[CH:17]=[CH:16][C:15]=2[CH:22]2[CH2:31][CH2:30][C:29]3[C:24](=[CH:25][CH:26]=[C:27]([O:32]C)[CH:28]=3)[CH2:23]2)=O)=CC=1)C.[CH2:40]([N:42]([CH2:76][CH3:77])[CH2:43][CH2:44][O:45][C:46]1[CH:75]=[CH:74][C:49]([CH2:50]N(CC)C2C=C(OC)C=CC=2C2CCC3C(=CC=C(OC)C=3)C2)=[CH:48][CH:47]=1)[CH3:41]>>[CH2:76]([N:42]([CH2:40][CH3:41])[CH2:43][CH2:44][O:45][C:46]1[CH:47]=[CH:48][C:49]([CH2:50][CH2:35][CH2:34][NH:13][C:14]2[CH:19]=[C:18]([OH:20])[CH:17]=[CH:16][C:15]=2[CH:22]2[CH2:31][CH2:30][C:29]3[CH:28]=[C:27]([OH:32])[CH:26]=[CH:25][C:24]=3[CH2:23]2)=[CH:74][CH:75]=1)[CH3:77]. Reported procedure: Synthesized from 4-(2-diethylaminoethoxy)-N-ethyl-N-[5-methoxy-2-(6-methoxy-1,2,3,4-tetrahydronaphthalen-2-yl)phenyl]benzamide according to an analogous synthetic method to Example 337, [4-(2-diethylaminoethoxy)benzyl]ethyl[5-methoxy-2-(6-methoxy-1,2,3,4-tetrahydronaphthalen-2-yl)phenyl]amine (149 mg) was used according to an analogous synthetic method to Example 111 to provide the title compound (159 mg). Reactants: CI, CC1(C)CC(=O)CC(C)(C)N1, CC(C)O, O. The product is CN1C(C)(C)CC(=O)CC1(C)C, I. As a reaction SMILES: [CH3:13][I:14].[CH3:2][C:3]1([CH3:12])[NH:4][C:5]([CH3:10])([CH3:11])[CH2:6][C:7](=[O:9])[CH2:8]1.[CH:15]([OH:16])([CH3:17])[CH3:18].[OH2:1]>>[CH3:2][C:3]1([CH3:12])[N:4]([CH3:13])[C:5]([CH3:10])([CH3:11])[CH2:6][C:7](=[O:9])[CH2:8]1.[IH:14]. Reactants: C(CCC)[B-](C1=CC=CC=C1)(C1=CC=CC=C1)C1=CC=CC=C1.[Li+] (lithium butyltriphenylborate), Cl(=O)(=O)(=O)[O-].C[S+](C1=CC=C(C=C1)C)C (dimethyl-p-tolylsulfonium perchlorate), O (water), resultant mixture. Solvent: C(C)#N (acetonitrile), C(C)#N (acetonitrile). Yields the product C[S+](C1=CC=C(C=C1)C)C.C(CCC)[B-](C1=CC=CC=C1)(C1=CC=CC=C1)C1=CC=CC=C1 (dimethyl-p-tolylsulfonium butyltriphenylborate). Isolated yield 38.3%. RXN SMILES: [CH2:1]([B-:5]([C:18]1[CH:23]=[CH:22][CH:21]=[CH:20][CH:19]=1)([C:12]1[CH:17]=[CH:16][CH:15]=[CH:14][CH:13]=1)[C:6]1[CH:11]=[CH:10][CH:9]=[CH:8][CH:7]=1)[CH2:2][CH2:3][CH3:4].[Li+].Cl([O-])(=O)(=O)=O.[CH3:30][S+:31]([CH3:39])[C:32]1[CH:37]=[CH:36][C:35]([CH3:38])=[CH:34][CH:33]=1.O>C(#N)C>[CH3:30][S+:31]([CH3:39])[C:32]1[CH:37]=[CH:36][C:35]([CH3:38])=[CH:34][CH:33]=1.[CH2:1]([B-:5]([C:18]1[CH:23]=[CH:22][CH:21]=[CH:20][CH:19]=1)([C:6]1[CH:7]=[CH:8][CH:9]=[CH:10][CH:11]=1)[C:12]1[CH:17]=[CH:16][CH:15]=[CH:14][CH:13]=1)[CH2:2][CH2:3][CH3:4] |f:0.1,2.3,6.7|. Procedure details: A solution of 3.00 g of lithium butyltriphenylborate in 100 ml of acetonitrile was added to a solution of 2.79 g of dimethyl-p-tolylsulfonium perchlorate in 100 ml of acetonitrile, and the resultant mixture was stirred at room temperature for minutes. The reaction mixture was poured into 500 ml of water, and the resultant oily component was separated, recovered, washed with water and recrystallized from dichloromethane/ether to give 1.70 g of dimethyl-p-tolylsulfonium-butyltriphenylborate. Reactants: Cl.CC1=CC=C(C=N1)C=CCCl (3-(6-methyl-3-pyridyl)allyl chloride hydrochloride), NC=1SC=2CCNCCC2N1 (2-amino-4,5,7,8-tetrahydro-6H-thiazolo[5,4-d]azepine), CCOCC (ether). The solvent is C(Cl)(Cl)Cl (chloroform). Product: NC=1SC=2CCN(CCC2N1)CC=CC=1C=NC(=CC1)C (2-Amino-6-(3-(6-methyl-3-pyridyl)allyl)-4,5,7,8-tetrahydro-6H-thiazolo[5,4-d]azepine). The yield is 30.0%. RXN SMILES: Cl.[CH3:2][C:3]1[N:8]=[CH:7][C:6]([CH:9]=[CH:10][CH2:11]Cl)=[CH:5][CH:4]=1.[NH2:13][C:14]1[S:15][C:16]2[CH2:17][CH2:18][NH:19][CH2:20][CH2:21][C:22]=2[N:23]=1.CCOCC>C(Cl)(Cl)Cl>[NH2:13][C:14]1[S:15][C:16]2[CH2:17][CH2:18][N:19]([CH2:11][CH:10]=[CH:9][C:6]3[CH:7]=[N:8][C:3]([CH3:2])=[CH:4][CH:5]=3)[CH2:20][CH2:21][C:22]=2[N:23]=1 |f:0.1|. Reported procedure: Prepared from 3-(6-methyl-3-pyridyl)allyl chloride hydrochloride and 3 equivalents of 2-amino-4,5,7,8-tetrahydro-6H-thiazolo[5,4-d]azepine in chloroform. Yield: 30% of theory, Melting point: 180°-184° C. (ether). Reactants: FC=1C=C(C=C(C1)S(=O)(=O)C=1C=C2CCC(C2=CC1)=O)C1(CCOCC1)OC (5-[5-fluoro-3-(4-methoxytetrahydropyran-4-yl)phenylsulphonyl]indan-1-one), Cl.NO (hydroxylamine hydrochloride). Yields the product FC=1C=C(C=C(C1)S(=O)(=O)C=1C=C2CC\C(\C2=CC1)=N/O)C1(CCOCC1)OC ((E)-5-[5-fluoro-3-(4-methoxytetrahydropyran-4-yl)phenylsulphonyl]indan-1-one oxime). Yield: 49.0%. As a reaction SMILES: [F:1][C:2]1[CH:3]=[C:4]([C:21]2([O:27][CH3:28])[CH2:26][CH2:25][O:24][CH2:23][CH2:22]2)[CH:5]=[C:6]([S:8]([C:11]2[CH:12]=[C:13]3[C:17](=[CH:18][CH:19]=2)[C:16](=O)[CH2:15][CH2:14]3)(=[O:10])=[O:9])[CH:7]=1.Cl.[NH2:30][OH:31]>>[F:1][C:2]1[CH:3]=[C:4]([C:21]2([O:27][CH3:28])[CH2:26][CH2:25][O:24][CH2:23][CH2:22]2)[CH:5]=[C:6]([S:8]([C:11]2[CH:12]=[C:13]3[C:17](=[CH:18][CH:19]=2)/[C:16](=[N:30]/[OH:31])/[CH2:15][CH2:14]3)(=[O:10])=[O:9])[CH:7]=1 |f:1.2|. Reported procedure: Using an analogous procedure to that described in Example 50, 5-[5-fluoro-3-(4-methoxytetrahydropyran-4-yl)phenylsulphonyl]indan-1-one was reacted with hydroxylamine hydrochloride to give (E)-5-[5-fluoro-3-(4-methoxytetrahydropyran-4-yl)phenylsulphonyl]indan-1-one oxime in 49% yield, m.p. 225°-226° C.;